From a dataset of the Open Reaction Database (ORD), a public repository of structured organic reaction records. describe an organic reaction: reactants, conditions, products, and yield Starting materials: BrB(Br)Br, CCCCCc1c(-c2ccccc2)n(Cc2ccccc2)c2ccc(-c3ccc(OC)cc3)cc12, ClCCl. Product: CCCCCc1c(-c2ccccc2)n(Cc2ccccc2)c2ccc(-c3ccc(O)cc3)cc12. As a reaction SMILES: [B:36]([Br:37])([Br:38])[Br:39].[CH2:1]([c:2]1[cH:3][cH:4][cH:5][cH:6][cH:7]1)[n:8]1[c:9](-[c:30]2[cH:31][cH:32][cH:33][cH:34][cH:35]2)[c:10]([CH2:25][CH2:26][CH2:27][CH2:28][CH3:29])[c:11]2[cH:12][c:13](-[c:17]3[cH:18][cH:19][c:20]([O:23][CH3:24])[cH:21][cH:22]3)[cH:14][cH:15][c:16]12.[Cl:40][CH2:41][Cl:42]>>[CH2:1]([c:2]1[cH:3][cH:4][cH:5][cH:6][cH:7]1)[n:8]1[c:9](-[c:30]2[cH:31][cH:32][cH:33][cH:34][cH:35]2)[c:10]([CH2:25][CH2:26][CH2:27][CH2:28][CH3:29])[c:11]2[cH:12][c:13](-[c:17]3[cH:18][cH:19][c:20]([OH:23])[cH:21][cH:22]3)[cH:14][cH:15][c:16]12. Reactants: FC=1C(=NN(C1)C1=C(C(=O)O)C=CC=N1)C1=CC=CC=C1 (2-(4-fluoro-3-phenyl-1H-pyrazol-1-yl)nicotinic acid), [Cl-].C1(CC1)NC(C(C(CC1=CC=CC=C1)[NH3+])O)=O (4-(cyclopropylamino)-3-hydroxy-4-oxo-1-phenylbutan-2-a minium chloride), ClCCl (dichloromethane). The solvent is CCCCC (n-pentane). The product is C1(CC1)NC(C(C(CC1=CC=CC=C1)NC(C1=C(N=CC=C1)N1N=C(C(=C1)F)C1=CC=CC=C1)=O)O)=O (N-(4-(Cyclopropylamino)-3-hydroxy-4-oxo-1-phenylbutan-2-yl)-2-(4-fluoro-3-phenyl-1H-pyrazol-1-yl)nicotinamide). Reaction SMILES: [F:1][C:2]1[C:3]([C:16]2[CH:21]=[CH:20][CH:19]=[CH:18][CH:17]=2)=[N:4][N:5]([C:7]2[N:15]=[CH:14][CH:13]=[CH:12][C:8]=2[C:9]([OH:11])=O)[CH:6]=1.[Cl-].[CH:23]1([NH:26][C:27](=[O:39])[CH:28]([OH:38])[CH:29]([NH3+:37])[CH2:30][C:31]2[CH:36]=[CH:35][CH:34]=[CH:33][CH:32]=2)[CH2:25][CH2:24]1.ClCCl>CCCCC>[CH:23]1([NH:26][C:27](=[O:39])[CH:28]([OH:38])[CH:29]([NH:37][C:9](=[O:11])[C:8]2[CH:12]=[CH:13][CH:14]=[N:15][C:7]=2[N:5]2[CH:6]=[C:2]([F:1])[C:3]([C:16]3[CH:21]=[CH:20][CH:19]=[CH:18][CH:17]=3)=[N:4]2)[CH2:30][C:31]2[CH:36]=[CH:35][CH:34]=[CH:33][CH:32]=2)[CH2:24][CH2:25]1 |f:1.2|. Procedure: The reaction was carried out in analogy to reaction step 1.1 by reacting 2-(4-fluoro-3-phenyl-1H-pyrazol-1-yl)nicotinic acid and 4-(cyclopropylamino)-3-hydroxy-4-oxo-1-phenylbutan-2-a minium chloride. The obtained crude product was treated with a mixture of dichloromethane and n-pentane gave 148 mg of the desired product; ESI-MS [M+H]+: 500.2. The reactants are C(C)(C)(C)C=1C=C2C=NN(C(C2=C(C1)F)=O)C1=C(C=O)C(=CC=N1)Cl (2-(6-tert-Butyl-8-fluoro-1-oxophthalazin-2(1H)-yl)-4-chloronicotinaldehyde), C(C)[C@@H]1N(CCN(C1)C1COC1)C=1C=CC(=NC1)NC=1C(N(C=C(C1)B1OC(C(O1)(C)C)(C)C)C)=O ((S)-3-(5-(2-ethyl-4-(oxetan-3-yl)piperazin-1-yl)pyridin-2-ylamino)-1-methyl-5-(4,4,5,5-tetramethyl-1,3,2-dioxaborolan-2-yl)pyridin-2(1H)-one), [O-]P(=O)([O-])[O-].[K+].[K+].[K+] (K3PO4), CC(=O)[O-].[Na+] (NaOAc). The reagents and catalysts are C1=CC=C(C=C1)P([C-]2C=CC=C2)C3=CC=CC=C3.C1=CC=C(C=C1)P([C-]2C=CC=C2)C3=CC=CC=C3.Cl[Pd]Cl.[Fe+2] (PdCl2(dppf)). The solvent is O (H2O), CC#N (CH3CN). Run at temperature 100 celsius. The product is C(C)(C)(C)C=1C=C2C=NN(C(C2=C(C1)F)=O)C1=C(C=O)C(=CC=N1)C1=CN(C(C(=C1)NC1=NC=C(C=C1)N1[C@H](CN(CC1)C1COC1)CC)=O)C ((S)-2-(6-tert-Butyl-8-fluoro-1-oxophthalazin-2(1H)-yl)-4-(5-(5-(2-ethyl-4-(oxetan-3-yl)piperazin-1-yl)pyridin-2-ylamino)-1-methyl-6-oxo-1,6-dihydropyridin-3-yl)nicotinaldehyde). The yield is 49.0%. RXN SMILES: [C:1]([C:5]1[CH:6]=[C:7]2[C:12](=[C:13]([F:15])[CH:14]=1)[C:11](=[O:16])[N:10]([C:17]1[N:24]=[CH:23][CH:22]=[C:21](Cl)[C:18]=1[CH:19]=[O:20])[N:9]=[CH:8]2)([CH3:4])([CH3:3])[CH3:2].[CH2:26]([C@H:28]1[CH2:33][N:32]([CH:34]2[CH2:37][O:36][CH2:35]2)[CH2:31][CH2:30][N:29]1[C:38]1[CH:39]=[CH:40][C:41]([NH:44][C:45]2[C:46](=[O:61])[N:47]([CH3:60])[CH:48]=[C:49](B3OC(C)(C)C(C)(C)O3)[CH:50]=2)=[N:42][CH:43]=1)[CH3:27].[O-]P([O-])([O-])=O.[K+].[K+].[K+].CC([O-])=O.[Na+]>C1C=CC(P(C2C=CC=CC=2)[C-]2C=CC=C2)=CC=1.C1C=CC(P(C2C=CC=CC=2)[C-]2C=CC=C2)=CC=1.Cl[Pd]Cl.[Fe+2].O.CC#N>[C:1]([C:5]1[CH:6]=[C:7]2[C:12](=[C:13]([F:15])[CH:14]=1)[C:11](=[O:16])[N:10]([C:17]1[N:24]=[CH:23][CH:22]=[C:21]([C:49]3[CH:50]=[C:45]([NH:44][C:41]4[CH:40]=[CH:39][C:38]([N:29]5[CH2:30][CH2:31][N:32]([CH:34]6[CH2:35][O:36][CH2:37]6)[CH2:33][C@@H:28]5[CH2:26][CH3:27])=[CH:43][N:42]=4)[C:46](=[O:61])[N:47]([CH3:60])[CH:48]=3)[C:18]=1[CH:19]=[O:20])[N:9]=[CH:8]2)([CH3:4])([CH3:3])[CH3:2] |f:2.3.4.5,6.7,8.9.10.11|. Procedure details: A 50-mL round bottom flask was charged with 2-(6-tert-butyl-8-fluoro-1-oxo-phthalazin-2(1H)-yl)-4-chloronicotinaldehyde 103b (150 mg, 0.43 mmol), (S)-3-(5-(2-ethyl-4-(oxetan-3-yl)piperazin-1-yl)pyridin-2-ylamino)-1-methyl-5-(4,4,5,5-tetramethyl-1,3,2-dioxaborolan-2-yl)pyridin-2(1H)-one (206 mg, 0.43 mmol), PdCl2(dppf) (33 mg, 0.04 mmol), K3PO4 (202 mg, 0.86 mmol), NaOAc (71 mg, 0.86 mmol), and CH3CN (10 mL), H2O (2 mL). After three cycles of vacuum/argon flush, the mixture was heated at 100° C. ...